From a dataset of the Open Reaction Database (ORD), a public repository of structured organic reaction records. describe an organic reaction: reactants, conditions, products, and yield The reactants are COc1ccccc1N1CCN(CC(N)CC2CCCCC2)CC1, [Na+], O=C([O-])O, C1CCOC1. Yields the product COc1ccccc1N1CCN(CC(CC2CCCCC2)NC=O)CC1. RXN SMILES: [CH:1]1([CH2:7][CH:8]([CH2:9][N:10]2[CH2:11][CH2:12][N:13]([c:16]3[c:17]([O:22][CH3:23])[cH:18][cH:19][cH:20][cH:21]3)[CH2:14][CH2:15]2)[NH2:24])[CH2:2][CH2:3][CH2:4][CH2:5][CH2:6]1.[Na+:29].[O-:25][C:26]([OH:27])=[O:28].[O:30]1[CH2:31][CH2:32][CH2:33][CH2:34]1>>[CH:1]1([CH2:7][CH:8]([CH2:9][N:10]2[CH2:11][CH2:12][N:13]([c:16]3[c:17]([O:22][CH3:23])[cH:18][cH:19][cH:20][cH:21]3)[CH2:14][CH2:15]2)[NH:24][CH:26]=[O:25])[CH2:2][CH2:3][CH2:4][CH2:5][CH2:6]1. Reactants: ClC1=CC=C(C(=O)NCCN2C(CCC2)C2=CC(=CC=C2)OC)C=C1 (4-chloro-N-{2-[2-(3-methoxyphenyl)-1-pyrrolidinyl]ethyl}benzamide), B(Br)(Br)Br (boron tribromide). The solvent is C(Cl)(Cl)Cl (chloroform). Product: ClC1=CC=C(C(=O)NCCN2C(CCC2)C2=CC(=CC=C2)O)C=C1 (4-chloro-N-{2-[2-(3-hydroxyphenyl)-1-pyrrolidinyl]ethyl}benzamide). Yield: 52.0%. RXN SMILES: [Cl:1][C:2]1[CH:25]=[CH:24][C:5]([C:6]([NH:8][CH2:9][CH2:10][N:11]2[CH2:15][CH2:14][CH2:13][CH:12]2[C:16]2[CH:21]=[CH:20][CH:19]=[C:18]([O:22]C)[CH:17]=2)=[O:7])=[CH:4][CH:3]=1.B(Br)(Br)Br>C(Cl)(Cl)Cl>[Cl:1][C:2]1[CH:3]=[CH:4][C:5]([C:6]([NH:8][CH2:9][CH2:10][N:11]2[CH2:15][CH2:14][CH2:13][CH:12]2[C:16]2[CH:21]=[CH:20][CH:19]=[C:18]([OH:22])[CH:17]=2)=[O:7])=[CH:24][CH:25]=1. Procedure: To a solution of 4-chloro-N-{2-[2-(3-methoxyphenyl)-1-pyrrolidinyl]ethyl}benzamide (0.58 g) in chloroform (30 ml) was added boron tribromide (99.0%, 0.61 ml) at -10° C., under nitrogen. The cooling bath was removed after 15 mins, and the reaction mixture was allowed to warm to ambient temperature. Crushed ice was added followed by 5:1-chloroform/2-propanol. The layers were separated, and the aqueous phase was extracted with 5:1 chloroform/2-propanol (2 times). The combined organic extracts were ... Starting materials: FC(C1=NC(=NC=C1)NC1=CC(=CC(=C1)B1OC(C(O1)(C)C)(C)C)C)F (4-(Difluoromethyl)-N-(3-methyl-5-(4,4,5,5-tetramethyl-1,3,2-dioxaborolan-2-yl)phenyl)pyrimidin-2-amine), BrC=1C=NN(C1)C(C)C(=C)C (4-bromo-1-(3-methylbut-3-en-2-yl)-1H-pyrazole), C([O-])([O-])=O.[Na+].[Na+] (sodium carbonate). Reagents/catalysts: C1=CC=C(C=C1)P([C-]2C=CC=C2)C3=CC=CC=C3.C1=CC=C(C=C1)P([C-]2C=CC=C2)C3=CC=CC=C3.Cl[Pd]Cl.[Fe+2].C(Cl)Cl (PdCl2(dppf) CH2Cl2). The solvent is O (water), O1CCOCC1 (dioxane). Conditions: temperature 90 celsius. Yields the product FC(C1=NC(=NC=C1)NC1=CC(=CC(=C1)C=1C=NN(C1)C(C)C(=C)C)C)F (4-(difluoromethyl)-N-(3-methyl-5-(1-(3-methylbut-3-en-2-yl)-1H-pyrazol-4-yl)phenyl)pyrimidin-2-amine). As a reaction SMILES: [F:1][CH:2]([F:26])[C:3]1[CH:8]=[CH:7][N:6]=[C:5]([NH:9][C:10]2[CH:15]=[C:14](B3OC(C)(C)C(C)(C)O3)[CH:13]=[C:12]([CH3:25])[CH:11]=2)[N:4]=1.Br[C:28]1[CH:29]=[N:30][N:31]([CH:33]([C:35]([CH3:37])=[CH2:36])[CH3:34])[CH:32]=1.C(=O)([O-])[O-].[Na+].[Na+]>O1CCOCC1.O.C1C=CC(P(C2C=CC=CC=2)[C-]2C=CC=C2)=CC=1.C1C=CC(P(C2C=CC=CC=2)[C-]2C=CC=C2)=CC=1.Cl[Pd]Cl.[Fe+2].C(Cl)Cl>[F:26][CH:2]([F:1])[C:3]1[CH:8]=[CH:7][N:6]=[C:5]([NH:9][C:10]2[CH:15]=[C:14]([C:28]3[CH:29]=[N:30][N:31]([CH:33]([C:35]([CH3:37])=[CH2:36])[CH3:34])[CH:32]=3)[CH:13]=[C:12]([CH3:25])[CH:11]=2)[N:4]=1 |f:2.3.4,7.8.9.10.11|. Reported procedure: 4-(Difluoromethyl)-N-(3-methyl-5-(4,4,5,5-tetramethyl-1,3,2-dioxaborolan-2-yl)phenyl)pyrimidin-2-amine (400 mg, 1.11 mmol) and 4-bromo-1-(3-methylbut-3-en-2-yl)-1H-pyrazole (238 mg, 1.11 mmol) were dissolved in dioxane (4 ml) and degassed with nitrogen for 5 minutes. PdCl2(dppf)-CH2Cl2 (90 mg, 0.11 mmol) and sodium carbonate (2.0 M in water, 1.1 ml, 2.2 mmol) were added and the reaction was sealed and heated to 90° C. for 12 hours. The reaction was cooled, diluted with water (10 mL), and the pro... Starting materials: CCO, CCO, COc1ccc2c(c1)C(=CC#N)CC2, [Co], N. Product: COc1ccc2c(c1)C(=CCN)CC2. RXN SMILES: [CH2:15]([OH:16])[CH3:17].[CH3:19][CH2:20][OH:21].[CH3:1][O:2][c:3]1[cH:4][cH:5][c:6]2[c:10]([cH:11]1)[C:9](=[CH:12][C:13]#[N:14])[CH2:8][CH2:7]2.[Co:22].[NH3:18]>>[CH3:1][O:2][c:3]1[cH:4][cH:5][c:6]2[c:10]([cH:11]1)[C:9](=[CH:12][CH2:13][NH2:14])[CH2:8][CH2:7]2. The reactants are ClC1=[N+](C=C(C=C1)C(=O)OC)[O-] (2-chloro-5-(methoxycarbonyl)pyridine 1-oxide), C(=O)(O)[O-].[Na+] (NaHCO3), CC#N (MeCN), FC(C(=O)OC(C(F)(F)F)=O)(F)F (trifluoroacetic anhydride). Run in CO (MeOH). Run at temperature 23 celsius, time 5 minute. Product: ON1C=C(C=CC1=O)C(=O)OC (methyl 1-hydroxy-6-oxo-1,6-dihydropyridine-3-carboxylate). RXN SMILES: Cl[C:2]1[CH:7]=[CH:6][C:5]([C:8]([O:10][CH3:11])=[O:9])=[CH:4][N+:3]=1[O-:12].CC#N.FC(F)(F)C(OC(=O)C(F)(F)F)=[O:19].C([O-])(O)=O.[Na+]>CO>[OH:12][N:3]1[C:2](=[O:19])[CH:7]=[CH:6][C:5]([C:8]([O:10][CH3:11])=[O:9])=[CH:4]1 |f:3.4|. Procedure: To a 250 mL round bottom flask containing 2-chloro-5-(methoxycarbonyl)pyridine 1-oxide (2.45 g, 13.06 mmol) was added MeCN (10 mL). The resulting mixture was stirred at 23° C. for 5 min. At this time, trifluoroacetic anhydride (20 mL) was added and the reaction was stirred 1 h. Solid NaHCO3 (25 g) was added to the flask followed by MeOH (100 mL). The solid was filtered awau and the filtrate was concentrated and subjected to silica gel chromatography (80 g ISCO column, 0-5% MeOH in CHCl3) to give... Starting materials: Cl.C(C)OC1=CC=C(C=C1)C=1C=CC2=C(C=C(CCN2C)C(=O)O)C1 (7-(4-ethoxyphenyl)-1-methyl-2,3-dihydro-1-benzazepine-4-carboxylic acid hydrochloride), CN(C=O)C (dimethylformamide), S(=O)(Cl)Cl (thionyl chloride). Reaction conditions: time 45 minute. Product: C(C)OCCCN(C)CC1=CC=C(C=C1)NC(=O)C=1CCN(C2=C(C1)C=C(C=C2)C2=CC=C(C=C2)OCC)C (N-(4-((N-(3-ethoxypropyl)-N-methylamino)methyl)phenyl)-7-(4-ethoxyphenyl)-1-methyl-2,3-dihydro-1-benzazepine-4-carboxamide). Reaction SMILES: Cl.[CH2:2]([O:4][C:5]1[CH:10]=[CH:9][C:8]([C:11]2[CH:12]=[CH:13][C:14]3[N:20]([CH3:21])[CH2:19][CH2:18][C:17]([C:22](O)=[O:23])=[CH:16][C:15]=3[CH:25]=2)=[CH:7][CH:6]=1)[CH3:3].S(Cl)(Cl)=O.[CH3:30][N:31]([CH3:34])[CH:32]=O>>[CH2:2]([O:4][CH2:5][CH2:6][CH2:30][N:31]([CH2:32][C:11]1[CH:12]=[CH:13][C:14]([NH:20][C:22]([C:17]2[CH2:18][CH2:19][N:20]([CH3:21])[C:14]3[CH:13]=[CH:12][C:11]([C:8]4[CH:7]=[CH:6][C:5]([O:4][CH2:2][CH3:3])=[CH:10][CH:9]=4)=[CH:25][C:15]=3[CH:16]=2)=[O:23])=[CH:15][CH:25]=1)[CH3:34])[CH3:3] |f:0.1|. Procedure details: In dimethylformamide (5 ml) was dissolved 7-(4-ethoxyphenyl)-1-methyl-2,3-dihydro-1-benzazepine-4-carboxylic acid hydrochloride (0.5 g), and to the mixture was added, under ice-cooling, thionyl chloride (0.25 ml). The mixture was stirred at room temperature for 45 minutes, and the solvent was evaporated. The residue was dissolved in tetrahydrofuran (15 ml), and the mixture was added dropwise to a suspension of 4-((N-(3-ethoxypropyl)-N-methylamino)methyl)aniline dihydrochloride (0.41 g) and triet... The reactants are CC(C(=O)NC1=CC(=CC=C1)C1CCN(CC1)CCCCC(C1=CC=C(C=C1)C(F)(F)F)=O)C (2-methyl-N-[3-(1-{5-oxo-5-[4-(trifluoromethyl)phenyl]pentyl}-4-piperidinyl)phenyl]propanamide), Cl.CC1=C(C=CC=C1)NN (1-(2-methylphenyl)hydrazine hydrochloride). The product is CC(C(=O)NC1=CC(=CC=C1)C1CCN(CC1)CCCC1=C(NC2=C(C=CC=C12)C)C1=CC=C(C=C1)C(F)(F)F)C (2-METHYL-N-{3-[1-(3-{7-METHYL-2-[4-(TRIFLUOROMETHYL)PHENYL]-1H-INDOL-3-YL}PROPYL)-4-PIPERIDINYL]PHENYL}PROPANAMIDE). Reaction SMILES: [CH3:1][CH:2]([CH3:34])[C:3]([NH:5][C:6]1[CH:11]=[CH:10][CH:9]=[C:8]([CH:12]2[CH2:17][CH2:16][N:15]([CH2:18][CH2:19][CH2:20][CH2:21][C:22](=O)[C:23]3[CH:28]=[CH:27][C:26]([C:29]([F:32])([F:31])[F:30])=[CH:25][CH:24]=3)[CH2:14][CH2:13]2)[CH:7]=1)=[O:4].Cl.[CH3:36][C:37]1[CH:42]=[CH:41][CH:40]=[CH:39][C:38]=1[NH:43]N>>[CH3:1][CH:2]([CH3:34])[C:3]([NH:5][C:6]1[CH:11]=[CH:10][CH:9]=[C:8]([CH:12]2[CH2:17][CH2:16][N:15]([CH2:18][CH2:19][CH2:20][C:21]3[C:39]4[C:38](=[C:37]([CH3:36])[CH:42]=[CH:41][CH:40]=4)[NH:43][C:22]=3[C:23]3[CH:28]=[CH:27][C:26]([C:29]([F:32])([F:31])[F:30])=[CH:25][CH:24]=3)[CH2:14][CH2:13]2)[CH:7]=1)=[O:4] |f:1.2|. Reported procedure: Prepared by Procedure E and Scheme M using 2-methyl-N-[3-(1-{5-oxo-5-[4-(trifluoromethyl)phenyl]pentyl}-4-piperidinyl)phenyl]propanamide and 1-(2-methylphenyl)hydrazine hydrochloride: ESMS m/e: 562.2 (M+H)+. The reactants are CN(CCCN)C (N,N-Dimethyl-1,3-propanediamine), O1C(=O)CCC2=CC=CC=C12 (3,4-dihydrocoumarine). Conditions: temperature 70 celsius, time 0.5 hour. Product: CN(CCCNC(CCC1=C(C=CC=C1)O)=O)C (N-[3-(Dimethylamino)propyl]-3-(2-hydroxyphenyl)propanamide). Isolated yield 106.0%. As a reaction SMILES: [CH3:1][N:2]([CH3:7])[CH2:3][CH2:4][CH2:5][NH2:6].[O:8]1[C:18]2[C:13](=[CH:14][CH:15]=[CH:16][CH:17]=2)[CH2:12][CH2:11][C:9]1=[O:10]>>[CH3:1][N:2]([CH3:7])[CH2:3][CH2:4][CH2:5][NH:6][C:9](=[O:10])[CH2:11][CH2:12][C:13]1[CH:14]=[CH:15][CH:16]=[CH:17][C:18]=1[OH:8]. Reported procedure: N,N-Dimethyl-1,3-propanediamine (1.40 g) was added to 3,4-dihydrocoumarine (2.01 g) and stirred for 0.5 hour at 70° C., thereby yielding the entitled compound (3.60 g) as white solid. Reactants: NC(=O)CN1C(=O)COc2cc(F)c(N3C(=O)C4=C(CCCC4)C3=O)cc21, CN(C)C=O, Cc1ccccc1, O=S(Cl)Cl. Product: N#CCN1C(=O)COc2cc(F)c(N3C(=O)C4=C(CCCC4)C3=O)cc21. Reaction SMILES: [C:6]([NH2:7])(=[O:8])[CH2:9][N:10]1[C:11](=[O:32])[CH2:12][O:13][c:14]2[c:15]1[cH:16][c:17]([N:21]1[C:22](=[O:31])[C:23]3=[C:28]([CH2:27][CH2:26][CH2:25][CH2:24]3)[C:29]1=[O:30])[c:18]([F:20])[cH:19]2.[CH3:1][N:2]([CH3:3])[CH:4]=[O:5].[CH3:37][c:38]1[cH:39][cH:40][cH:41][cH:42][cH:43]1.[S:33]([Cl:34])([Cl:35])=[O:36]>>[C:6](#[N:7])[CH2:9][N:10]1[C:11](=[O:32])[CH2:12][O:13][c:14]2[c:15]1[cH:16][c:17]([N:21]1[C:22](=[O:31])[C:23]3=[C:28]([CH2:27][CH2:26][CH2:25][CH2:24]3)[C:29]1=[O:30])[c:18]([F:20])[cH:19]2.